This data is from the Open Reaction Database (ORD), a public repository of structured organic reaction records. The task is: describe an organic reaction: reactants, conditions, products, and yield Starting materials: P(=O)(OC)(OC)[O-].[Na+] (sodium dimethyl phosphate), P(=O)(OC)(OC)OC (trimethyl phosphate), [I-].[Na+] (sodium iodide), C(C)(=O)Cl (acetyl chloride). Run in O1CCCC1 (tetrahydrofuran). Yields the product P(=O)(OC)(OC)OC(C)=O (dimethyl acetyl phosphate). Isolated yield 80.0%. RXN SMILES: [P:1]([O-:7])([O:5][CH3:6])([O:3][CH3:4])=[O:2].[Na+].P(OC)(OC)(OC)=O.[I-].[Na+].[C:19](Cl)(=[O:21])[CH3:20]>O1CCCC1>[P:1]([O:7][C:19](=[O:21])[CH3:20])([O:5][CH3:6])([O:3][CH3:4])=[O:2] |f:0.1,3.4|. Reported procedure: A suspension of sodium dimethyl phosphate (14.8 g, 0.1 mmol, from trimethyl phosphate and sodium iodide and acetyl chloride (7.8 g, 0.1 mmol) in dry tetrahydrofuran (80 mn) was stirred for two days at room temperature in a flask fitted with a drying tube. The reaction solution was filtered and the tetrahydrofuran was removed under reduced pressure. The resulting colorless liquid was Kugelrohr-distilled (Aldrich Kugelrohr apparatus, 55°-60° C. 0.30 torr) to give 14.2 g (80%) of dimethyl acetyl ph... Starting materials: FC1=C(C=O)C=CC=C1CCO (2-Fluoro-3-(2-hydroxyethyl)benzaldehyde), FC(C(=O)O)(F)F.FC(C(=O)N1CCOC2(C1)CCNCC2)(F)F (2,2,2-Trifluoro-1-(1-oxa-4,9-diazaspiro[5.5]undecan-4-yl)ethanone trifluoroacetate), C(O)([O-])=O.[Na+] (sodium hydrogen carbonate), C(C)(=O)O[BH-](OC(C)=O)OC(C)=O.[Na+] (Sodium triacetoxyborohydride). Solvent: CN1C(CCC1)=O (N-methyl-2-pyrrolidinone), C(C)(=O)O (acetic acid), O (water). Conditions: time 15 minute. Product: FC(C(=O)N1CCOC2(C1)CCN(CC2)CC2=C(C(=CC=C2)CCO)F)(F)F (2,2,2-Trifluoro-1-(9-(2-fluoro-3-(2-hydroxyethyl)benzyl)-1-oxa-4,9-diazaspiro[5.5]undecan-4-yl)ethanone). Reaction SMILES: [F:1][C:2]1[C:9]([CH2:10][CH2:11][OH:12])=[CH:8][CH:7]=[CH:6][C:3]=1[CH:4]=O.FC(F)(F)C(O)=O.[F:20][C:21]([F:36])([F:35])[C:22]([N:24]1[CH2:29][C:28]2([CH2:34][CH2:33][NH:32][CH2:31][CH2:30]2)[O:27][CH2:26][CH2:25]1)=[O:23].C(O[BH-](OC(=O)C)OC(=O)C)(=O)C.[Na+].C(=O)([O-])O.[Na+]>CN1CCCC1=O.O.C(O)(=O)C>[F:36][C:21]([F:20])([F:35])[C:22]([N:24]1[CH2:29][C:28]2([CH2:34][CH2:33][N:32]([CH2:4][C:3]3[CH:6]=[CH:7][CH:8]=[C:9]([CH2:10][CH2:11][OH:12])[C:2]=3[F:1])[CH2:31][CH2:30]2)[O:27][CH2:26][CH2:25]1)=[O:23] |f:1.2,3.4,5.6|. Reported procedure: 2-Fluoro-3-(2-hydroxyethyl)benzaldehyde (example 48, step a) (1.05 g) was added to a solution of 2,2,2-trifluoro-1-(1-oxa-4,9-diazaspiro[5.5]undecan-4-yl)ethanone trifluoroacetate (example 12, step d) (2.08 g) and acetic acid (0.33 mL) in N-methyl-2-pyrrolidinone (10 mL). The resulting mixture was stirred for 15 min then cooled in an ice bath. Sodium triacetoxyborohydride (1.81 g) was then added and the mixture stirred overnight. The reaction was poured into a mixture of saturated sodium hydroge... Reactants: C(CO)(=O)[O-].[K+] (potassium glycolate), C(C)(=O)OCBr (acetoxymethyl bromide), C(C)OCC (Diethyl ether). Run in C(C)#N (acetonitrile). Conditions: temperature 50 celsius, time 6 hour. Product: C(CO)(=O)OCOC(C)=O (acetoxymethyl glycolate). Isolated yield 54.1%. As a reaction SMILES: [C:1]([O-:5])(=[O:4])[CH2:2][OH:3].[K+].[C:7]([O:10][CH2:11]Br)(=[O:9])[CH3:8].C(OCC)C>C(#N)C>[C:1]([O:5][CH2:11][O:10][C:7](=[O:9])[CH3:8])(=[O:4])[CH2:2][OH:3] |f:0.1|. Procedure: To a suspension of potassium glycolate (11.4 g) in acetonitrile (30 ml) KI (0.5 g) and acetoxymethyl bromide (19 g) were added. The mixture was stirred at 50° C. for 6 hours, and then cooled to room temperature. Diethyl ether was added and the solid filtered off. The solution was evaporated in vacuo and the oily residue was purified by column chromatography to yield 8 g of acetoxymethyl glycolate as a colourless oil. The reactants are COC(=O)c1ccncc1C1=CCN(C(=O)OC(C)(C)C)CC1, CCOC(C)=O. Product: COC(=O)c1ccncc1C1CCN(C(=O)OC(C)(C)C)CC1. As a reaction SMILES: [CH3:1][O:2][C:3](=[O:4])[c:5]1[c:6]([C:11]2=[CH:16][CH2:15][N:14]([C:17](=[O:18])[O:19][C:20]([CH3:21])([CH3:22])[CH3:23])[CH2:13][CH2:12]2)[cH:7][n:8][cH:9][cH:10]1.[CH3:24][CH2:25][O:26][C:27]([CH3:28])=[O:29]>>[CH3:1][O:2][C:3](=[O:4])[c:5]1[c:6]([CH:11]2[CH2:12][CH2:13][N:14]([C:17](=[O:18])[O:19][C:20]([CH3:21])([CH3:22])[CH3:23])[CH2:15][CH2:16]2)[cH:7][n:8][cH:9][cH:10]1. The product is O1C(OCC1)C1=NC(=CC=C1)C(C)C (2-[1,3]dioxolan-2-yl-6-isopropylpyridine). The reactants are O1C(OCC1)C1=NC(=CC=C1)C(=C)C (2-[1,3]dioxolan-2-yl-6-isopropenylpyridine). As a reaction SMILES: [O:1]1[CH2:5][CH2:4][O:3][CH:2]1[C:6]1[CH:11]=[CH:10][CH:9]=[C:8]([C:12]([CH3:14])=[CH2:13])[N:7]=1>[Pd].CO>[O:1]1[CH2:5][CH2:4][O:3][CH:2]1[C:6]1[CH:11]=[CH:10][CH:9]=[C:8]([CH:12]([CH3:14])[CH3:13])[N:7]=1. Reagents/catalysts: [Pd] (palladium on carbon). Solvent: CO (methanol). Procedure: A suspension of 0.60 g of 2-[1,3]dioxolan-2-yl-6-isopropenylpyridine (3.15 mmol) and 0.10 g of 10% palladium on carbon, in 7 ml of methanol is stirred vigorously under a low hydrogen pressure for 4 hours at room temperature. The solid is removed by filtration on celite and then the methanol is evaporated off. The title product is isolated by chromatography on a silica column (eluent: chloroform/ethyl acetate; 97:3). 0.40 g of a pale yellow oil is obtained. The reactants are C(OCCl)(OC1(CCCCC1)C)=O (Chloromethyl 1-methylcyclohexyl carbonate), N1=C(C=CC=C1C)C (2,6-lutidine), [I-].[Na+] (Sodium iodide), [I-].[Na+] (sodium iodide). Solvent: CC(=O)C (acetone), CCCCCC (hexane). Reaction conditions: time 1.5 hour. Product: C(OCI)(OC1(CCCCC1)C)=O (iodomethyl 1-methylcyclohexyl carbonate), ( s ). Reaction SMILES: [C:1](=[O:13])([O:5][C:6]1([CH3:12])[CH2:11][CH2:10][CH2:9][CH2:8][CH2:7]1)[O:2][CH2:3]Cl.N1C(C)=CC=CC=1C.[I-:22].[Na+]>CC(C)=O.CCCCCC>[C:1](=[O:13])([O:5][C:6]1([CH3:12])[CH2:11][CH2:10][CH2:9][CH2:8][CH2:7]1)[O:2][CH2:3][I:22] |f:2.3|. Reported procedure: Chloromethyl 1-methylcyclohexyl carbonate (2.07 g) in acetone (7.5 ml) was treated with 2,6-lutidine (0.116 ml). Sodium iodide (2.25 g) was then added and the mixture was stirred for 1.5 h. More sodium iodide (1.5 g) was then added and stirring was continued. After a total of 2.5 h the acetone was removed and CH2Cl2/water were added and the layers separated. The dichloromethane layer was washed with 5% aqueous Na2S2O3, dried (MgSO4) and evaporated to leave an oil. This was taken up in hexane (50... Reactants: C([O-])([O-])=O.[Na+].[Na+] (sodium carbonate), C(=O)(OCC1=CC=CC=C1)Cl (carbobenzyloxy chloride), ice, Cl.C(C)NCC(=O)C1=CC=CC=C1 (N-ethyl-α-aminoacetophenone hydrochloride). The solvent is O (water). Conditions: time 1 hour. Product: C(=O)(OCC1=CC=CC=C1)N(CC(=O)C1=CC=CC=C1)CC (N-carbobenzyloxy-N-ethyl-α-amino-acetophenone). RXN SMILES: [C:1](Cl)([O:3][CH2:4][C:5]1[CH:10]=[CH:9][CH:8]=[CH:7][CH:6]=1)=[O:2].Cl.[CH2:13]([NH:15][CH2:16][C:17]([C:19]1[CH:24]=[CH:23][CH:22]=[CH:21][CH:20]=1)=[O:18])[CH3:14].C(=O)([O-])[O-].[Na+].[Na+]>O>[C:1]([N:15]([CH2:13][CH3:14])[CH2:16][C:17]([C:19]1[CH:24]=[CH:23][CH:22]=[CH:21][CH:20]=1)=[O:18])([O:3][CH2:4][C:5]1[CH:10]=[CH:9][CH:8]=[CH:7][CH:6]=1)=[O:2] |f:1.2,3.4.5|. Procedure: Add, in a dropwise manner, 20.4 g. of carbobenzyloxy chloride to a stirred ice-cooled mixture of 16.3 g. of N-ethyl-α-aminoacetophenone hydrochloride and 12.7 g. of sodium carbonate in 125 ml. of water and maintain the reaction temperature at about 20°-25° C. When the addition is complete, stir for one hour at room temperature and extract the product with ether. Wash the ether extract successively with 5% hydrochloric acid, water saturated aqueous sodium bicarbonate and finally with water. Dry o... Starting materials: C1(CC1)B(O)O (cyclopropyl boronic acid), BrC1=CC=C(C=N1)NC(CN1C(N(C[C@@H]1CC(C)C)C=1C=NC(=CC1)C(F)(F)F)=O)=O (N-(6-bromopyridin-3-yl)-2-{(5S)-5-(2-methylpropyl)-2-oxo-3-[6-(trifluoromethyl)pyridin-3-yl]imidazolidin-1-yl}acetamide), C1(CC1)B(O)O (cyclopropyl boronic acid), C1(=CC=CC=C1)P(C1=CC=CC=C1)C1=CC=CC=C1 (triphenylphosphine), C([O-])([O-])=O.[K+].[K+] (potassium carbonate). Reagents/catalysts: C(C)(=O)[O-].[Pd+2].C(C)(=O)[O-] (palladium acetate). Solvent: C1(=CC=CC=C1)C.O (toluene water). Reaction conditions: temperature 110 celsius, time 6 hour. Product: C1(CC1)C1=CC=C(C=N1)NC(CN1C(N(C[C@@H]1CC(C)C)C=1C=NC(=CC1)C(F)(F)F)=O)=O (N-(6-Cyclopropylpyridin-3-yl)-2-{(5S)-5-(2-methylpropyl)-2-oxo-3-[6-(trifluoromethyl)pyridin-3-yl]imidazolidin-1-yl}acetamide). Yield: 5.4%. RXN SMILES: Br[C:2]1[N:7]=[CH:6][C:5]([NH:8][C:9](=[O:31])[CH2:10][N:11]2[C@@H:15]([CH2:16][CH:17]([CH3:19])[CH3:18])[CH2:14][N:13]([C:20]3[CH:21]=[N:22][C:23]([C:26]([F:29])([F:28])[F:27])=[CH:24][CH:25]=3)[C:12]2=[O:30])=[CH:4][CH:3]=1.[CH:32]1(B(O)O)[CH2:34][CH2:33]1.C1(P(C2C=CC=CC=2)C2C=CC=CC=2)C=CC=CC=1.C(=O)([O-])[O-].[K+].[K+]>C1(C)C=CC=CC=1.O.C([O-])(=O)C.[Pd+2].C([O-])(=O)C>[CH:32]1([C:2]2[N:7]=[CH:6][C:5]([NH:8][C:9](=[O:31])[CH2:10][N:11]3[C@@H:15]([CH2:16][CH:17]([CH3:19])[CH3:18])[CH2:14][N:13]([C:20]4[CH:21]=[N:22][C:23]([C:26]([F:27])([F:28])[F:29])=[CH:24][CH:25]=4)[C:12]3=[O:30])=[CH:4][CH:3]=2)[CH2:34][CH2:33]1 |f:3.4.5,6.7,8.9.10|. Procedure: A solution of N-(6-bromopyridin-3-yl)-2-{(5S)-5-(2-methylpropyl)-2-oxo-3-[6-(trifluoromethyl)pyridin-3-yl]imidazolidin-1-yl}acetamide (50 mg), cyclopropyl boronic acid (17 mg), palladium acetate (1.1 mg), triphenylphosphine (2.6 mg), and potassium carbonate (41 mg) in toluene/water (=20:1, 1.5 mL) was stirred at 110° C. for 9 hr. Additional cyclopropyl boronic acid (35 mg) was added thereto, and the mixture was further stirred at 110° C. for 6 hr, followed by at 80° C. for 2 hr. The solvent was ... The reactants are NC1=C(C=C(C=C1I)N1C=NC(=C1)C)C (2-amino-3-iodo-5-(4-methylimidazol-1-yl)toluene), [C-]#N.[K+] (potassium cyanide), CC(=O)C (dimethylformaldehyde). The solvent is O (water). Conditions: time 3 day. Product: NC1=C(C=C(C=C1C#N)N1C=NC(=C1)C)C (2-amino-3-cyano-5-(4-methylimidazol-1-yl)toluene). Isolated yield 66.0%. As a reaction SMILES: [NH2:1][C:2]1[C:7](I)=[CH:6][C:5]([N:9]2[CH:13]=[C:12]([CH3:14])[N:11]=[CH:10]2)=[CH:4][C:3]=1[CH3:15].[C-:16]#[N:17].[K+].CC(C)=O>O>[NH2:1][C:2]1[C:7]([C:16]#[N:17])=[CH:6][C:5]([N:9]2[CH:13]=[C:12]([CH3:14])[N:11]=[CH:10]2)=[CH:4][C:3]=1[CH3:15] |f:1.2|. Procedure details: A mixture of 2-amino-3-iodo-5-(4-methylimidazol-1-yl)toluene (391 mg), potassium cyanide (130 mg), PD(OCA) (catalytic amount) and dimethylformaldehyde (4.01 ml) was heated under stirring under nitrogen atmosphere for 3 days. Solvent was removed to give a residue. To the residue was added water and the solution was extracted with chloroform. The extract was dried with MgSO and solvent was removed to give 175 mg (66%) of the title compound.